The task is: describe an organic reaction: reactants, conditions, products, and yield. This data is from the Open Reaction Database (ORD), a public repository of structured organic reaction records. Starting materials: Cl.C1(=CC=CC=C1)N(C(=O)C1=CC2=C(N(C(=N2)CNC2=CC=C(C=C2)C(N)=N)C)C=C1)CC(=O)OCC (1-methyl-2-[N-(4-amidinophenyl)aminomethyl]benzimidazol-5-yl-carboxylic acid-N-phenyl-N-(ethoxycarbonylmethyl)amide hydrochloride), [OH-].[Na+] (sodium hydroxide), C25H24N6O3. Yields the product Cl.C1(=CC=CC=C1)N(C(=O)C1=CC2=C(N(C(=N2)CNC2=CC=C(C=C2)C(N)=N)C)C=C1)CC(=O)O (1-Methyl-2-[N-(4-amidinophenyl)-aminomethyl]benzimidazol-5-yl-carboxylic acid-N-phenyl-N-(hydroxycarbonylmethyl)amide hydrochloride). Isolated yield 84.0%. RXN SMILES: [ClH:1].[C:2]1([N:8]([CH2:32][C:33]([O:35]CC)=[O:34])[C:9]([C:11]2[CH:31]=[CH:30][C:14]3[N:15]([CH3:29])[C:16]([CH2:18][NH:19][C:20]4[CH:25]=[CH:24][C:23]([C:26](=[NH:28])[NH2:27])=[CH:22][CH:21]=4)=[N:17][C:13]=3[CH:12]=2)=[O:10])[CH:7]=[CH:6][CH:5]=[CH:4][CH:3]=1.[OH-].[Na+]>>[ClH:1].[C:2]1([N:8]([CH2:32][C:33]([OH:35])=[O:34])[C:9]([C:11]2[CH:31]=[CH:30][C:14]3[N:15]([CH3:29])[C:16]([CH2:18][NH:19][C:20]4[CH:25]=[CH:24][C:23]([C:26](=[NH:27])[NH2:28])=[CH:22][CH:21]=4)=[N:17][C:13]=3[CH:12]=2)=[O:10])[CH:3]=[CH:4][CH:5]=[CH:6][CH:7]=1 |f:0.1,2.3,4.5|. Reported procedure: Prepared analogously to Example 26 from 1-methyl-2-[N-(4-amidinophenyl)aminomethyl]benzimidazol-5-yl-carboxylic acid-N-phenyl-N-(ethoxycarbonylmethyl)amide hydrochloride and sodium hydroxide solution. Yield: 84% of theory, C25H24N6O3 (456.5); EKA mass spectrum: (M+H)+=457; (M+Na)+=479; (M+2Na)++=251. Reactants: ClC1=CC=C2C(=CN(C2=C1)CC(=O)O)C(=O)N1CCN(CC1)C1=C(C=CC=C1)OCC ({6-chloro-3-[4-(2-ethoxy-phenyl)-piperazine-1-carbonyl]-indol-1-yl}-acetic acid), CN(CCN)C (N1,N1-dimethyl-ethane-1,2-diamine). Product: ClC1=CC=C2C(=CN(C2=C1)CC(=O)NCCN(C)C)C(=O)N1CCN(CC1)C1=C(C=CC=C1)OCC (2-{6-Chloro-3-[4-(2-ethoxy-phenyl)-piperazine-1-carbonyl]-indol-1-yl}-N-(2-dimethylamino-ethyl)-acetamide). RXN SMILES: [Cl:1][C:2]1[CH:10]=[C:9]2[C:5]([C:6]([C:15]([N:17]3[CH2:22][CH2:21][N:20]([C:23]4[CH:28]=[CH:27][CH:26]=[CH:25][C:24]=4[O:29][CH2:30][CH3:31])[CH2:19][CH2:18]3)=[O:16])=[CH:7][N:8]2[CH2:11][C:12](O)=[O:13])=[CH:4][CH:3]=1.[CH3:32][N:33]([CH3:37])[CH2:34][CH2:35][NH2:36]>>[Cl:1][C:2]1[CH:10]=[C:9]2[C:5]([C:6]([C:15]([N:17]3[CH2:18][CH2:19][N:20]([C:23]4[CH:28]=[CH:27][CH:26]=[CH:25][C:24]=4[O:29][CH2:30][CH3:31])[CH2:21][CH2:22]3)=[O:16])=[CH:7][N:8]2[CH2:11][C:12]([NH:36][CH2:35][CH2:34][N:33]([CH3:37])[CH3:32])=[O:13])=[CH:4][CH:3]=1. Procedure details: Analogous to general procedure I, the coupling of {6-chloro-3-[4-(2-ethoxy-phenyl)-piperazine-1-carbonyl]-indol-1-yl}-acetic acid (prepared herein) with (commercially available) N1,N1-dimethyl-ethane-1,2-diamine gave the title compound. Reactants: COC(C1=CC(=CC(=C1)C1=NC=C(C=C1)C)N)=O (3-Amino-5-(5-methyl-pyridin-2-yl)-benzoic acid methyl ester), C(I)I (methylene iodide), [N+](=O)([O-])[O-] (nitrate). Product: COC(C1=CC(=CC(=C1)C1=NC=C(C=C1)C)I)=O (3-iodo-5-(5-methyl-pyridin-2-yl)-benzoic acid methyl ester). Reaction SMILES: [CH3:1][O:2][C:3](=[O:18])[C:4]1[CH:9]=[C:8]([C:10]2[CH:15]=[CH:14][C:13]([CH3:16])=[CH:12][N:11]=2)[CH:7]=[C:6](N)[CH:5]=1.C(I)[I:20].[N+]([O-])([O-])=O>>[CH3:1][O:2][C:3](=[O:18])[C:4]1[CH:9]=[C:8]([C:10]2[CH:15]=[CH:14][C:13]([CH3:16])=[CH:12][N:11]=2)[CH:7]=[C:6]([I:20])[CH:5]=1. Reported procedure: 3-Amino-5-(5-methyl-pyridin-2-yl)-benzoic acid methyl ester was treated with methylene iodide and isoamy nitrate using the procedure of step 3 of preparation 4, to afford 3-iodo-5-(5-methyl-pyridin-2-yl)-benzoic acid methyl ester, MS (M+H)=353. Starting materials: Cc1sc2nc(-c3ccno3)nc(Cl)c2c1Cl, NCc1ccccc1. Yields the product Cc1sc2nc(-c3ccno3)nc(NCc3ccccc3)c2c1Cl. As a reaction SMILES: [Cl:9][c:10]1[c:11]2[c:12]([n:13][c:14](-[c:16]3[cH:17][cH:18][n:19][o:20]3)[n:15]1)[s:21][c:22]([CH3:25])[c:23]2[Cl:24].[NH2:1][CH2:2][c:3]1[cH:4][cH:5][cH:6][cH:7][cH:8]1>>[NH:1]([CH2:2][c:3]1[cH:4][cH:5][cH:6][cH:7][cH:8]1)[c:10]1[c:11]2[c:12]([n:13][c:14](-[c:16]3[cH:17][cH:18][n:19][o:20]3)[n:15]1)[s:21][c:22]([CH3:25])[c:23]2[Cl:24]. The reactants are O=C(N=C=S)c1ccccc1, O=C([O-])[O-], CC(=O)O, CO, [K+], [K+], NC(=O)c1ncn(C2OC(CO)C(O)C2O)c1N, CN(C)C=O, O. Yields the product NC(=O)c1ncn(C2OC(CO)C(O)C2O)c1NC(N)=S. RXN SMILES: [C:19](=[O:20])([c:21]1[cH:22][cH:23][cH:24][cH:25][cH:26]1)[N:27]=[C:28]=[S:29].[C:30](=[O:31])([O-:32])[O-:33].[CH3:36][C:37](=[O:38])[OH:39].[CH3:45][OH:46].[K+:34].[K+:35].[NH2:1][c:2]1[c:3]([C:16](=[O:17])[NH2:18])[n:4][cH:5][n:6]1[CH:7]1[CH:8]([OH:9])[CH:10]([OH:11])[CH:12]([CH2:14][OH:15])[O:13]1.[O:40]=[CH:41][N:42]([CH3:43])[CH3:44].[OH2:47]>>[NH:1]([c:2]1[c:3]([C:16](=[O:17])[NH2:18])[n:4][cH:5][n:6]1[CH:7]1[CH:8]([OH:9])[CH:10]([OH:11])[CH:12]([CH2:14][OH:15])[O:13]1)[C:28]([NH2:27])=[S:29]. The reactants are C(C)(=O)Cl (Acetyl chloride), CO (methanol), C(CS)(=O)OC (Methyl thioglycolate), C1=CC=C2C(C3=CC=CC=C3C=CC2=C1)O (dibenzosuberenol). Run in C(C)(=O)OCC (ethyl acetate). Run at time 15 minute. Product: C1=CC=CC=2C(C3=C(C=CC21)C=CC=C3)SCC(=O)OC (methyl (5H-dibenzo[a,d]cyclohepten-5-yl-thio)acetate). Isolated yield 87.2%. RXN SMILES: C(Cl)(=O)C.CO.[C:7]([O:11][CH3:12])(=[O:10])[CH2:8][SH:9].[CH:13]1[CH:27]=[C:26]2[C:16]([CH:17](O)[C:18]3[C:23]([CH:24]=[CH:25]2)=[CH:22][CH:21]=[CH:20][CH:19]=3)=[CH:15][CH:14]=1>C(OCC)(=O)C>[CH:22]1[C:23]2[CH:24]=[CH:25][C:26]3[CH:27]=[CH:13][CH:14]=[CH:15][C:16]=3[CH:17]([S:9][CH2:8][C:7]([O:11][CH3:12])=[O:10])[C:18]=2[CH:19]=[CH:20][CH:21]=1. Procedure details: Acetyl chloride (171 μL, 2.4 mmol) is carefully added to 8 mL of dry methanol and the solution is stirred for 15 minutes. Methyl thioglycolate (257 μL, 2.9mmol) and dibenzosuberenol (Aldrich) (0.50 g, 2.4 mmol) are added, and the reaction is stirred for 5 minutes. The reaction is diluted with ethyl acetate and washed with saturated aqueous sodium bicarbonate, water, then brine. The organic phase is dried over magnesium sulfate, filtered, and concentrated in vacuo. The resulting oil is chromatogr... Procedure details: An oven-dried test tube was charged with tris(dibenzylideneacetone)dipalladium (4.6 mg, 0.005 mmol) and bis(2-(diphenylphosphino)phenyl)ether [DPE-phos] (8.2 mg, 0.015 mmol), capped with a rubber septum, evacuated and refilled with argon. Benzophenone imine (190 mg, 1.05 mmol), 2-bromoanisole (187 mg, 1.0 mmol) and toluene (2 mL) were added via syringe. The resulting solution was stirred at rt for 5 minutes. The tube was opened and sodium tert-butoxide (135 mg, 1.4 mmol) was added. The tube was ... Yields the product C1(=CC=CC=C1)C(=NC1=C(C=CC=C1)OC)C1=CC=CC=C1 (N-(Diphenylmethylene)-2-methoxyaniline). Run at time 5 minute. Solvent: C1(=CC=CC=C1)C (toluene), C1(=CC=CC=C1)C (toluene). The reagents and catalysts are C=1C=CC(=CC1)/C=C/C(=O)/C=C/C2=CC=CC=C2.C=1C=CC(=CC1)/C=C/C(=O)/C=C/C2=CC=CC=C2.C=1C=CC(=CC1)/C=C/C(=O)/C=C/C2=CC=CC=C2.[Pd].[Pd] (tris(dibenzylideneacetone)dipalladium), C1(=CC=CC=C1)P(C1=C(C=CC=C1)OC1=C(C=CC=C1)P(C1=CC=CC=C1)C1=CC=CC=C1)C1=CC=CC=C1 (bis(2-(diphenylphosphino)phenyl)ether). The yield is 75.2%. As a reaction SMILES: [C:1](=[NH:14])([C:8]1[CH:13]=[CH:12][CH:11]=[CH:10][CH:9]=1)[C:2]1[CH:7]=[CH:6][CH:5]=[CH:4][CH:3]=1.Br[C:16]1[CH:21]=[CH:20][CH:19]=[CH:18][C:17]=1[O:22][CH3:23].CC(C)([O-])C.[Na+]>C1C=CC(/C=C/C(/C=C/C2C=CC=CC=2)=O)=CC=1.C1C=CC(/C=C/C(/C=C/C2C=CC=CC=2)=O)=CC=1.C1C=CC(/C=C/C(/C=C/C2C=CC=CC=2)=O)=CC=1.[Pd].[Pd].C1(P(C2C=CC=CC=2)C2C=CC=CC=2OC2C=CC=CC=2P(C2C=CC=CC=2)C2C=CC=CC=2)C=CC=CC=1.C1(C)C=CC=CC=1>[C:2]1([C:1]([C:8]2[CH:9]=[CH:10][CH:11]=[CH:12][CH:13]=2)=[N:14][C:16]2[CH:21]=[CH:20][CH:19]=[CH:18][C:17]=2[O:22][CH3:23])[CH:7]=[CH:6][CH:5]=[CH:4][CH:3]=1 |f:2.3,4.5.6.7.8|. The reactants are C(C1=CC=CC=C1)(C1=CC=CC=C1)=N (Benzophenone imine), BrC1=C(C=CC=C1)OC (2-bromoanisole), CC(C)([O-])C.[Na+] (sodium tert-butoxide). Reactants: B(Br)(Br)Br (BBr3), COC1=C2[C@@]3(CC[C@H]4C(CCC[C@@]4([C@H]3CSC2=CC(=C1)C)C)(C)C)C ((1R,10R,11S,16S)-3-methoxy-1,5,11,15,15-pentamethyl-8-thiatetracyclo[8.8.0.02,7.011,16]octadeca-2,4,6-triene). Run in C(Cl)Cl (CH2Cl2). Conditions: time 8 hour. The product is C[C@@]12C3=C(C=C(C=C3SC[C@@H]2[C@]2(CCCC([C@@H]2CC1)(C)C)C)C)O ((1R,10R,11S,16S)-1,5,11,15,15-pentamethyl-8-thiatetracyclo[8.8.0.02,7.011,16]octadeca-2,4,6-trien-3-ol). Reaction SMILES: C[O:2][C:3]1[CH:20]=[C:19]([CH3:21])[CH:18]=[C:17]2[C:4]=1[C@@:5]1([CH3:25])[C@H:14]([CH2:15][S:16]2)[C@:13]2([CH3:22])[C@H:8]([C:9]([CH3:24])([CH3:23])[CH2:10][CH2:11][CH2:12]2)[CH2:7][CH2:6]1.B(Br)(Br)Br>C(Cl)Cl>[CH3:25][C@@:5]12[CH2:6][CH2:7][C@@H:8]3[C@:13]([CH3:22])([CH2:12][CH2:11][CH2:10][C:9]3([CH3:23])[CH3:24])[C@H:14]1[CH2:15][S:16][C:17]1[C:4]2=[C:3]([OH:2])[CH:20]=[C:19]([CH3:21])[CH:18]=1. Procedure details: To a solution of (1R,10R,11S,16S)-3-methoxy-1,5,11,15,15-pentamethyl-8-thiatetracyclo[8.8.0.02,7.011,16]octadeca-2,4,6-triene (Compound No. 14) (1.16 g, 3.23 mmol) in CH2Cl2 (100 mL) was added BBr3 (1.0 M in CH2Cl2, 9.70 mL, 9.70 mmol) dropwise at 0° C., and the resulting mixture stirred at room temperature overnight, then concentrated to dryness. Water (20 mL) was added at 0° C., followed by EtOAc (100 mL). The organic layer was separated, washed with brine (2×20 mL), dried (Na2SO4), and concen... The reactants are CC1=C(O)C=CC=C1O (2-methylresorcinol), CC(=O)C (acetone). The reagents and catalysts are P(=O)(Cl)(Cl)Cl (phosphorus oxychloride). Solvent: O (water). Product: CC1=C(O)C=CC=C1O.CC(=O)C (2-Methylresorcinol acetone). RXN SMILES: [CH3:1][C:2]1[C:8]([OH:9])=[CH:7][CH:6]=[CH:5][C:3]=1[OH:4].[CH3:10][C:11]([CH3:13])=[O:12]>P(Cl)(Cl)(Cl)=O.O>[CH3:1][C:2]1[C:8]([OH:9])=[CH:7][CH:6]=[CH:5][C:3]=1[OH:4].[CH3:10][C:11]([CH3:13])=[O:12] |f:4.5|. Reported procedure: To a solution of 621 g. of 2-methylresorcinol in 1 l. of acetone were added 30 g. of phosphorus oxychloride as a catalyst and the resulting mixture was stirred at room temperature for 24 hours. After completion of the reaction, the reaction mixture was poured into 10 l. of a cold water to give a pale brown powdery resin. Reactants: O=C(CBr)Cc1ccc([N+](=O)[O-])cc1, O=C1NC(=O)c2ccccc21, Cc1ccccc1, [K]. Yields the product O=C(Cc1ccc([N+](=O)[O-])cc1)CN1C(=O)c2ccccc2C1=O. RXN SMILES: [Br:1][CH2:2][C:3](=[O:4])[CH2:5][c:6]1[cH:7][cH:8][c:9]([N+:12](=[O:13])[O-:14])[cH:10][cH:11]1.[C:15]1(=[O:25])[c:16]2[c:17]([cH:21][cH:22][cH:23][cH:24]2)[C:18](=[O:20])[NH:19]1.[CH3:27][c:28]1[cH:29][cH:30][cH:31][cH:32][cH:33]1.[K:26]>>[CH2:2]([C:3](=[O:4])[CH2:5][c:6]1[cH:7][cH:8][c:9]([N+:12](=[O:13])[O-:14])[cH:10][cH:11]1)[N:19]1[C:15](=[O:25])[c:16]2[c:17]([cH:21][cH:22][cH:23][cH:24]2)[C:18]1=[O:20].